Dataset: the Open Reaction Database (ORD), a public repository of structured organic reaction records. Task: describe an organic reaction: reactants, conditions, products, and yield The reactants are CCOC(=O)C(C)(C)Br, O=C([O-])[O-], CC#N, Oc1ccc(Cl)cn1, [Cs+], [Cs+]. Yields the product CCOC(=O)C(C)(C)Oc1ccc(Cl)cn1. RXN SMILES: [Br:9][C:10]([C:11](=[O:12])[O:13][CH2:14][CH3:15])([CH3:16])[CH3:17].[C:18](=[O:19])([O-:20])[O-:21].[CH3:24][C:25]#[N:26].[Cl:1][c:2]1[cH:3][cH:4][c:5]([OH:8])[n:6][cH:7]1.[Cs+:22].[Cs+:23]>>[Cl:1][c:2]1[cH:3][cH:4][c:5]([O:8][C:10]([C:11](=[O:12])[O:13][CH2:14][CH3:15])([CH3:16])[CH3:17])[n:6][cH:7]1. The reactants are C1(=C(C(=C(C(=C1F)F)F)N)F)N.Cl.Cl (dihydrochloride), C(=O)([O-])[O-].[Cs+].[Cs+] (Cs2CO3), ClCC(=O)N(CC)CC (2-chloro-N,N-diethylacetamide). The solvent is CN(C)C=O (DMF), CCOC(=O)C (EtOAc), CC#N (CH3CN). Reaction conditions: time 5 minute. The product is Cl.CCOCC (HCl Ether), C1(=C(C(=C(C(=C1F)F)F)N)F)N.Cl.Cl (dihydrochloride). Reaction SMILES: [C:1]1([NH2:12])[C:6]([F:7])=[C:5]([F:8])[C:4]([F:9])=[C:3]([NH2:10])[C:2]=1[F:11].[ClH:13].Cl.C([O-])([O-])=O.[Cs+].[Cs+].[Cl:21][CH2:22][C:23](N(CC)CC)=[O:24]>CN(C=O)C.CC#N.CCOC(C)=O>[ClH:21].[CH3:22][CH2:23][O:24][CH2:6][CH3:1].[C:1]1([NH2:12])[C:6]([F:7])=[C:5]([F:8])[C:4]([F:9])=[C:3]([NH2:10])[C:2]=1[F:11].[ClH:13].[ClH:21] |f:0.1.2,3.4.5,10.11,12.13.14|. Procedure details: To a solution of 17-7 dihydrochloride (0.145 g, 0.3 mmole) in dried DMF (5 ml) is added Cs2CO3 (1.95 g, 0.6 mmole). The resulting mixture is stirred at r.t. for 5 min, 2-chloro-N,N-diethylacetamide (0.090 g, 0.6 mmole) is added dropwise and the mixture is stirred overnight. The reaction was then diluted with CH3CN (50 m), the inorganics filtered and the filtrate concentrated to a viscous residue. Flash chromatography over silica gel (CHCl3 -MeOH 92.5=7.5) provided pure free base, Rf =0.52 (CHCl3... Starting materials: [BH4-], CCc1ccc(C(=O)c2cc(Br)c(OC)cc2NC(C)=O)cc1, CCO, [Na+]. The product is CCc1ccc(Cc2cc(Br)c(OC)cc2NC(C)=O)cc1. As a reaction SMILES: [BH4-:1].[Br:3][c:4]1[cH:5][c:6]([C:16]([c:17]2[cH:18][cH:19][c:20]([CH2:23][CH3:24])[cH:21][cH:22]2)=[O:25])[c:7]([NH:12][C:13]([CH3:14])=[O:15])[cH:8][c:9]1[O:10][CH3:11].[CH3:26][CH2:27][OH:28].[Na+:2]>>[Br:3][c:4]1[cH:5][c:6]([CH2:16][c:17]2[cH:18][cH:19][c:20]([CH2:23][CH3:24])[cH:21][cH:22]2)[c:7]([NH:12][C:13]([CH3:14])=[O:15])[cH:8][c:9]1[O:10][CH3:11]. The reactants are ClCCCOC1=CC=C(C(=O)OCC)C=C1 (ethyl 4-(3-chloropropoxy)benzoate), [I-].[Na+] (sodium iodide). Run in CC(=O)C (acetone), O (water). Yields the product ICCCOC1=CC=C(C(=O)OCC)C=C1 (Ethyl 4-(3-iodopropoxy)benzoate). Yield: 94.3%. As a reaction SMILES: Cl[CH2:2][CH2:3][CH2:4][O:5][C:6]1[CH:16]=[CH:15][C:9]([C:10]([O:12][CH2:13][CH3:14])=[O:11])=[CH:8][CH:7]=1.[I-:17].[Na+]>CC(C)=O.O>[I:17][CH2:2][CH2:3][CH2:4][O:5][C:6]1[CH:16]=[CH:15][C:9]([C:10]([O:12][CH2:13][CH3:14])=[O:11])=[CH:8][CH:7]=1 |f:1.2|. Reported procedure: The mixture of ethyl 4-(3-chloropropoxy)benzoate (26.5 g), sodium iodide (49.0 g) in acetone (300 ml) was heated under reflux for 24 hr. The reaction mixture was diluted with water and extracted with diethyl ether. The organic layer was washed with 5% aqueous sodium sulfite, water, saturated aqueous sodium chloride, and dried. The solvent was removed in vacuo to yield the entitled compound (34.4 g) as an oil. Starting materials: O=C([O-])O, CCO, C=Cc1c(C(=O)OC)c(C(F)F)nc(C(F)(F)F)c1C(=O)OCC, [Na+], OO. Reaction SMILES: [C:27]([O-:28])(=[O:29])[OH:30].[CH3:32][CH2:33][OH:34].[F:1][CH:2]([c:3]1[c:4]([C:20](=[O:21])[O:22][CH3:23])[c:5]([CH:18]=[CH2:19])[c:6]([C:13](=[O:14])[O:15][CH2:16][CH3:17])[c:7]([C:9]([F:10])([F:11])[F:12])[n:8]1)[F:24].[Na+:31].[OH:25][OH:26]>>[F:1][CH:2]([c:3]1[c:4]([C:20](=[O:21])[O:22][CH3:23])[c:5]([CH:18]2[CH2:19][O:28]2)[c:6]([C:13](=[O:14])[O:15][CH2:16][CH3:17])[c:7]([C:9]([F:10])([F:11])[F:12])[n:8]1)[F:24]. The product is CCOC(=O)c1c(C(F)(F)F)nc(C(F)F)c(C(=O)OC)c1C1CO1. Starting materials: Cc1ccc(S(=O)(=O)N2CCC(Nc3ccc(CCNCC(O)COc4ccc(O[Si](c5ccccc5)(c5ccccc5)C(C)(C)C)cc4)cc3)CC2)cc1, CO, ClC(Cl)Cl. The product is Cc1ccc(S(=O)(=O)N2CCC(Nc3ccc(CCNCC(O)COc4ccc(O)cc4)cc3)CC2)cc1. Reaction SMILES: [C:1]([Si:2]([c:3]1[cH:4][cH:5][cH:44][cH:45][cH:46]1)([O:6][c:7]1[cH:8][cH:9][c:10]([O:11][CH2:12][CH:13]([CH2:14][NH:15][CH2:16][CH2:17][c:18]2[cH:19][cH:20][c:21]([NH:24][CH:25]3[CH2:26][CH2:27][N:28]([S:31](=[O:32])(=[O:33])[c:34]4[cH:35][cH:36][c:37]([CH3:40])[cH:38][cH:39]4)[CH2:29][CH2:30]3)[cH:22][cH:23]2)[OH:41])[cH:42][cH:43]1)[c:47]1[cH:48][cH:49][cH:50][cH:51][cH:52]1)([CH3:53])([CH3:54])[CH3:55].[CH3:56][OH:57].[CH:58]([Cl:59])([Cl:60])[Cl:61]>>[OH:6][c:7]1[cH:8][cH:9][c:10]([O:11][CH2:12][CH:13]([CH2:14][NH:15][CH2:16][CH2:17][c:18]2[cH:19][cH:20][c:21]([NH:24][CH:25]3[CH2:26][CH2:27][N:28]([S:31](=[O:32])(=[O:33])[c:34]4[cH:35][cH:36][c:37]([CH3:40])[cH:38][cH:39]4)[CH2:29][CH2:30]3)[cH:22][cH:23]2)[OH:41])[cH:42][cH:43]1. As a reaction SMILES: Br[C:2]1[C:14]2[C:13]3[C:8](=[CH:9][CH:10]=[C:11]([F:15])[CH:12]=3)[NH:7][C:6]=2[C:5]([O:16][CH2:17][CH2:18][N:19]([CH3:21])[CH3:20])=[C:4]2[NH:22][C:23]3[CH:24]=[CH:25][C:26]([F:29])=[CH:27][C:28]=3[C:3]=12.[CH3:30][N:31](C=O)C>[C-]#N.[Zn+2].[C-]#N.C1C=CC([P]([Pd]([P](C2C=CC=CC=2)(C2C=CC=CC=2)C2C=CC=CC=2)([P](C2C=CC=CC=2)(C2C=CC=CC=2)C2C=CC=CC=2)[P](C2C=CC=CC=2)(C2C=CC=CC=2)C2C=CC=CC=2)(C2C=CC=CC=2)C2C=CC=CC=2)=CC=1>[CH3:20][N:19]([CH3:21])[CH2:18][CH2:17][O:16][C:5]1[C:6]2[NH:7][C:8]3[C:13](=[CH:12][C:11]([F:15])=[CH:10][CH:9]=3)[C:14]=2[C:2]([C:30]#[N:31])=[C:3]2[C:28]3[CH:27]=[C:26]([F:29])[CH:25]=[CH:24][C:23]=3[NH:22][C:4]=12 |f:2.3.4,^1:43,45,64,83|. Run at temperature 160 celsius. Isolated yield 46.0%. Procedure: A mixture of 2-(12-bromo-2,10-difluoro-5,7-dihydroindolo[2,3-b]carbazol-6-yloxy)-N,N-dimethylethanamine (97.8 mg, 0.1991 mmol), zinc cyanide (233.7 mg, 1.9910 mmol) and tetrakis(triphenylphosphine)palladium (0) (23.0 mg, 0.01991 mmol) in anhydrous DMF was purged with high-purity Ar for five minutes, sealed with Teflon cap and heated to 160° C. for 12 hours. The reaction mixture was cooled down and filtered. The solvent was removed via vacuum pump. The residue was purified via flash chromatograph... Starting materials: BrC1=C2C(=C(C=3NC4=CC=C(C=C4C13)F)OCCN(C)C)NC=1C=CC(=CC12)F (2-(12-bromo-2,10-difluoro-5,7-dihydroindolo[2,3-b]carbazol-6-yloxy)-N,N-dimethylethanamine), CN(C)C=O (DMF). Yields the product CN(CCOC1=C2C(=C(C=3C4=CC(=CC=C4NC13)F)C#N)C=1C=C(C=CC1N2)F)C (6-(2-(dimethylamino)ethoxy)-2,10-difluoro-5,7-dihydroindolo[2,3-b]carbazole-12-carbonitrile). The reagents and catalysts are [C-]#N.[Zn+2].[C-]#N (zinc cyanide), C=1C=CC(=CC1)[P](C=2C=CC=CC2)(C=3C=CC=CC3)[Pd]([P](C=4C=CC=CC4)(C=5C=CC=CC5)C=6C=CC=CC6)([P](C=7C=CC=CC7)(C=8C=CC=CC8)C=9C=CC=CC9)[P](C=1C=CC=CC1)(C=1C=CC=CC1)C=1C=CC=CC1 (tetrakis(triphenylphosphine)palladium). The reactants are Cl.C(C1=CC=CC=C1)(C1=CC=CC=C1)[C@@H]1CNCC[C@@H]1OCC1=CC(=CC(=C1)C(F)(F)F)C(F)(F)F (cis-3-Benzhydryl-4-[[3,5-bis(trifluoromethyl)benzyl]oxy]piperidine hydrochloride), O (water), C(=O)(OC(C)(C)C)NCC(=O)O (Boc-glycine), CCN=C=NCCCN(C)C.Cl (WSC.HCl). Solvent: CN(C)C=O (DMF), CCN(CC)CC (Et3N). Conditions: time 24 hour. Product: C(C1=CC=CC=C1)(C1=CC=CC=C1)[C@@H]1CN(CC[C@@H]1OCC1=CC(=CC(=C1)C(F)(F)F)C(F)(F)F)C(CN)=O (2-[cis-3-Benzhydryl-4-[[3,5-bis(trifluoromethyl)benzyl]oxy]piperidin-1-yl]-2-oxoethanamine). Reaction SMILES: Cl.[CH:2]([C@H:15]1[C@@H:20]([O:21][CH2:22][C:23]2[CH:28]=[C:27]([C:29]([F:32])([F:31])[F:30])[CH:26]=[C:25]([C:33]([F:36])([F:35])[F:34])[CH:24]=2)[CH2:19][CH2:18][NH:17][CH2:16]1)([C:9]1[CH:14]=[CH:13][CH:12]=[CH:11][CH:10]=1)[C:3]1[CH:8]=[CH:7][CH:6]=[CH:5][CH:4]=1.C([NH:44][CH2:45][C:46](O)=[O:47])(OC(C)(C)C)=O.CCN=C=NCCCN(C)C.Cl.O>CN(C=O)C.CCN(CC)CC>[CH:2]([C@H:15]1[C@@H:20]([O:21][CH2:22][C:23]2[CH:28]=[C:27]([C:29]([F:30])([F:31])[F:32])[CH:26]=[C:25]([C:33]([F:36])([F:34])[F:35])[CH:24]=2)[CH2:19][CH2:18][N:17]([C:46](=[O:47])[CH2:45][NH2:44])[CH2:16]1)([C:9]1[CH:14]=[CH:13][CH:12]=[CH:11][CH:10]=1)[C:3]1[CH:4]=[CH:5][CH:6]=[CH:7][CH:8]=1 |f:0.1,3.4|. Reported procedure: To a solution of the compound (31.8 mg) obtained in Example 25 in DMF (2.0 ml), Et3N (8.4 μl ) was added, Boc-glycine (21 mg) and WSC.HCl (23 mg) were added at room temperature and the reaction mixture was stirred at room temperature for 24 hours. The reaction mixture was poured into water, and then the product was extracted with ethyl acetate. The organic layer was washed with an aqueous 10% citric acid solution and saturated brine, and dried, and the solvent was evaporated under reduced pressu...